Dataset: the Open Reaction Database (ORD), a public repository of structured organic reaction records. Task: describe an organic reaction: reactants, conditions, products, and yield Procedure details: To a stirred solution of 71 mg of N-(cyclopropylmethyl)-N′-[4-[2-[[(2R)-2-hydroxy-2-(3-pyridinyl)ethyl]amino]-2-methylpropyl]phenyl]-sulfamide (2B) in MeOH (1.5 mL) was added 4 N hydrochloric acid in p-dioxane (0.42 mL). After 10 minutes, the reaction solution was concentrated in vacuo to afford 75 mg of the title compound (2C) as a white solid; ms (Cl) m/z=419.4 (M+1). 1H NMR (CDCl3) was consistent with compound (2C). The product is Cl.Cl.C1(CC1)CNS(=O)(=O)NC1=CC=C(C=C1)CC(C)(C)NC[C@@H](C=1C=NC=CC1)O (N-(Cyclopropylmethyl)-N′-[4-[2-[[(2R)-2-hydroxy-2-(3-pyridinyl)ethyl]amino]-2-methylpropyl]phenyl]-sulfamide, dihydrochloride). RXN SMILES: [CH:1]1([CH2:4][NH:5][S:6]([NH:9][C:10]2[CH:15]=[CH:14][C:13]([CH2:16][C:17]([NH:20][CH2:21][C@H:22]([OH:29])[C:23]3[CH:24]=[N:25][CH:26]=[CH:27][CH:28]=3)([CH3:19])[CH3:18])=[CH:12][CH:11]=2)(=[O:8])=[O:7])[CH2:3][CH2:2]1.[ClH:30]>CO.O1CCOCC1>[ClH:30].[ClH:30].[CH:1]1([CH2:4][NH:5][S:6]([NH:9][C:10]2[CH:11]=[CH:12][C:13]([CH2:16][C:17]([NH:20][CH2:21][C@H:22]([OH:29])[C:23]3[CH:24]=[N:25][CH:26]=[CH:27][CH:28]=3)([CH3:19])[CH3:18])=[CH:14][CH:15]=2)(=[O:7])=[O:8])[CH2:2][CH2:3]1 |f:4.5.6|. The reactants are C1(CC1)CNS(=O)(=O)NC1=CC=C(C=C1)CC(C)(C)NC[C@@H](C=1C=NC=CC1)O (N-(Cyclopropylmethyl)-N′-[4-[2-[[(2R)-2-hydroxy-2-(3-pyridinyl)ethyl]amino]-2-methylpropyl]phenyl]-sulfamide), Cl (hydrochloric acid). Reaction conditions: time 10 minute. Solvent: CO (MeOH), O1CCOCC1 (p-dioxane). Procedure: Under protective gas, 22 g (0.18 mol) of benzoyl fluoride and 55.3 g (0.18 mol) of perfluoroisopropyl iodide in 150 ml of CH2Cl2 are initially introduced into a round-bottomed flask. 45 g (0.18 mol) of phosphorous acid trisdiethylamide are added dropwise at about -70° C. The mixture is stirred for 12 hours at -70° C. and, after warming, worked up analogously to Example 1. 38.5 g (78%) of 1-phenyl-2,3,3,3-tetrafluoro-2-trifluoromethyl-propan-1-one of b.p. 90°-92° C./80 mbar are obtained. Product: C1(=CC=CC=C1)C(C(C(F)(F)F)(C(F)(F)F)F)=O (1-phenyl-2,3,3,3-tetrafluoro-2-trifluoromethyl-propan-1-one). Reactants: C(C1=CC=CC=C1)(=O)F (benzoyl fluoride), FC(C(F)(F)F)(C(F)(F)F)I (perfluoroisopropyl iodide), phosphorous acid trisdiethylamide. Solvent: C(Cl)Cl (CH2Cl2). Conditions: temperature -70 celsius, time 12 hour. Reaction SMILES: [C:1](F)(=[O:8])[C:2]1[CH:7]=[CH:6][CH:5]=[CH:4][CH:3]=1.[F:10][C:11](I)([C:16]([F:19])([F:18])[F:17])[C:12]([F:15])([F:14])[F:13]>C(Cl)Cl>[C:2]1([C:1](=[O:8])[C:11]([F:10])([C:16]([F:19])([F:18])[F:17])[C:12]([F:15])([F:14])[F:13])[CH:7]=[CH:6][CH:5]=[CH:4][CH:3]=1. Isolated yield 78.0%. The reactants are CCCCC(C)c1cc(O)c2c(c1)OC(C)(C)c1ccncc1-2, CC(=O)OC(C)=O, c1ccncc1. The product is CCCCC(C)c1cc(OC(C)=O)c2c(c1)OC(C)(C)c1ccncc1-2. Reaction SMILES: [CH3:1][C:2]1([CH3:23])[O:3][c:4]2[c:5]([c:6]([OH:16])[cH:7][c:8]([CH:10]([CH3:11])[CH2:12][CH2:13][CH2:14][CH3:15])[cH:9]2)-[c:17]2[c:18]1[cH:19][cH:20][n:21][cH:22]2.[CH3:24][C:25](=[O:26])[O:27][C:28](=[O:29])[CH3:30].[cH:31]1[cH:32][cH:33][n:34][cH:35][cH:36]1>>[CH3:1][C:2]1([CH3:23])[O:3][c:4]2[c:5]([c:6]([O:16][C:25]([CH3:24])=[O:26])[cH:7][c:8]([CH:10]([CH3:11])[CH2:12][CH2:13][CH2:14][CH3:15])[cH:9]2)-[c:17]2[c:18]1[cH:19][cH:20][n:21][cH:22]2. Reactants: CC(C)[O-], CC(C)[O-], CC(C)[O-], CC(C)[O-], [Na+], O=C(c1ccccc1)c1ccccc1, C1CCOC1, [OH-], OC1CCNC1, [Ti+4]. Yields the product OC1CCN(C(c2ccccc2)c2ccccc2)C1. Reaction SMILES: [CH3:28][CH:29]([CH3:30])[O-:31].[CH3:32][CH:33]([CH3:34])[O-:35].[CH3:36][CH:37]([CH3:38])[O-:39].[CH3:40][CH:41]([CH3:42])[O-:43].[Na+:22].[O:1]=[C:2]([c:3]1[cH:4][cH:5][cH:6][cH:7][cH:8]1)[c:9]1[cH:10][cH:11][cH:12][cH:13][cH:14]1.[O:23]1[CH2:24][CH2:25][CH2:26][CH2:27]1.[OH-:21].[OH:15][CH:16]1[CH2:17][NH:18][CH2:19][CH2:20]1.[Ti+4:44]>>[CH:2]([c:3]1[cH:4][cH:5][cH:6][cH:7][cH:8]1)([c:9]1[cH:10][cH:11][cH:12][cH:13][cH:14]1)[N:18]1[CH2:17][CH:16]([OH:15])[CH2:20][CH2:19]1. As a reaction SMILES: [CH2:32]([I:33])[CH3:34].[CH:24]([CH3:25])([N-:26][CH:27]([CH3:28])[CH3:29])[CH3:30].[Cl:1][c:2]1[c:3]([CH:8]2[C:9]3=[C:10]([NH:11][C:12]([CH3:19])=[C:13]2[C:14](=[O:15])[O:16][CH2:17][CH3:18])[CH2:20][O:21][C:22]3=[O:23])[cH:4][cH:5][cH:6][cH:7]1.[Li+:31].[O:35]1[CH2:36][CH2:37][CH2:38][CH2:39]1>>[Cl:1][c:2]1[c:3]([CH:8]2[C:9]3=[C:10]([N:11]([CH2:24][CH3:25])[C:12]([CH3:19])=[C:13]2[C:14](=[O:15])[O:16][CH2:17][CH3:18])[CH2:20][O:21][C:22]3=[O:23])[cH:4][cH:5][cH:6][cH:7]1. Product: CCOC(=O)C1=C(C)N(CC)C2=C(C(=O)OC2)C1c1ccccc1Cl. Starting materials: CCI, CC(C)[N-]C(C)C, CCOC(=O)C1=C(C)NC2=C(C(=O)OC2)C1c1ccccc1Cl, [Li+], C1CCOC1. Starting materials: C1(=CC=CC=C1)/C=C/C(C)=O ((E)-4-phenylbut-3-en-2-one), FC=1C=C(C=O)C=CC1 (3-fluorobenzaldehyde), [C-]#N.[Na+] (sodium cyanide), O (water). Yields the product FC=1C=C(C=CC1)C(C(CC(C)=O)C1=CC=CC=C1)=O (1-(3-fluorophenyl)-2-phenylpentane-1,4-dione). Reaction SMILES: [F:1][C:2]1[CH:3]=[C:4]([CH:7]=[CH:8][CH:9]=1)[CH:5]=[O:6].[C-]#N.[Na+].[C:13]1(/[CH:19]=[CH:20]/[C:21](=[O:23])[CH3:22])[CH:18]=[CH:17][CH:16]=[CH:15][CH:14]=1.O>CN(C=O)C>[F:1][C:2]1[CH:3]=[C:4]([C:5](=[O:6])[CH:19]([C:13]2[CH:18]=[CH:17][CH:16]=[CH:15][CH:14]=2)[CH2:20][C:21](=[O:23])[CH3:22])[CH:7]=[CH:8][CH:9]=1 |f:1.2|. Reaction conditions: time 1.5 hour. The solvent is CN(C)C=O (DMF), CN(C)C=O (DMF), CN(C)C=O (DMF). Isolated yield 56.8%. Procedure: A solution of 3-fluorobenzaldehyde (2.005 ml, 18.33 mmol) in DMF (5 ml) was added dropwise over the course of 0.5 hours to a mixture of sodium cyanide (0.450 g, 9.18 mmol) in DMF (20 ml) at 35° C. Stirring was then continued for 1.5 hours at 35° C. A solution of (E)-4-phenylbut-3-en-2-one (2.0 g, 13.68 mmol) in DMF (5 ml) was then slowly added dropwise over the course of 0.5 hours at 35° C. Stirring was continued for 3.5 hours at the same temperature. The reaction mixture was treated with twice ... The product is N1(C=NC=C1)CCOC=1C=C2CCC(C(C2=CC1)=O)=CC1=CC=CC2=CC=CC=C12 (6-(2-Imidazole-1-yl-ethoxy)-2-naphthalen-1-ylmethylene-3,4-dihydro-2H-naphthalen-1-one). Procedure: According to the method of Example 6, 6-(2-imidazole-1-yl-ethoxy)-3,4-dihydro-2H-naphthalen-1-one (0.475 g, 1.85 mmol) was reacted with 1-naphthaldehyde (0.448 g, 2.87 mmol) in 3.0 mL of 4% KOH in EtOH for 6 hours at room temperature to afford 0.639 g (88%) of the title compound as a bright yellow solid, mp 147-148° C.: CL-MS m/e 494 (M+), 495 (M+ +1); Run in [OH-].[K+] (KOH), CCO (EtOH). Reaction SMILES: [N:1]1([CH2:6][CH2:7][O:8][C:9]2[CH:10]=[C:11]3[C:16](=[CH:17][CH:18]=2)[C:15](=[O:19])[CH2:14][CH2:13][CH2:12]3)[CH:5]=[CH:4][N:3]=[CH:2]1.[C:20]1([CH:30]=O)[C:29]2[C:24](=[CH:25][CH:26]=[CH:27][CH:28]=2)[CH:23]=[CH:22][CH:21]=1>[OH-].[K+].CCO>[N:1]1([CH2:6][CH2:7][O:8][C:9]2[CH:10]=[C:11]3[C:16](=[CH:17][CH:18]=2)[C:15](=[O:19])[C:14](=[CH:30][C:20]2[C:29]4[C:24](=[CH:25][CH:26]=[CH:27][CH:28]=4)[CH:23]=[CH:22][CH:21]=2)[CH2:13][CH2:12]3)[CH:5]=[CH:4][N:3]=[CH:2]1 |f:2.3|. Yield: 87.6%. Starting materials: C1(=CC=CC2=CC=CC=C12)C=O (1-naphthaldehyde), N1(C=NC=C1)CCOC=1C=C2CCCC(C2=CC1)=O (6-(2-imidazole-1-yl-ethoxy)-3,4-dihydro-2H-naphthalen-1-one). The reactants are BrC1=CN=C2C=CC(=NC2=C1)Cl (7-bromo-2-chloro-1,5-naphthyridine), N1CCOCC1 (morpholine). Solvent: C(C)(=O)OCC (ethyl acetate). Conditions: temperature 140 celsius, time 8 hour. Product: BrC1=CN=C2C=CC(=NC2=C1)N1CCOCC1 (7-bromo-2-morpholino-1,5-naphthyridine). Yield: 74.7%. RXN SMILES: [Br:1][C:2]1[CH:11]=[C:10]2[C:5]([CH:6]=[CH:7][C:8](Cl)=[N:9]2)=[N:4][CH:3]=1.[NH:13]1[CH2:18][CH2:17][O:16][CH2:15][CH2:14]1>C(OCC)(=O)C>[Br:1][C:2]1[CH:11]=[C:10]2[C:5]([CH:6]=[CH:7][C:8]([N:13]3[CH2:18][CH2:17][O:16][CH2:15][CH2:14]3)=[N:9]2)=[N:4][CH:3]=1. Reported procedure: A mixture of 7-bromo-2-chloro-1,5-naphthyridine (F-31) (200 mg, 0.82 mmol, 1.0 eq) and morpholine (10 mL) was stirred in a sealed-tube at 140° C. overnight. The reaction mixture was cooled to RT, diluted with ethyl acetate (150 mL) and then washed with brine, dried over Na2SO4 and filtered. The filtrate was concentrated in vacuo to afford the desired product 7-bromo-2-morpholino-1,5-naphthyridine (F-32) (180 mg, 74.7% yield). ESI-MS m/z: 294.01 [M+H]+. Reactants: C1(=CC=CC=C1)C=CC1=NOC(=C1)CCC=O (3-[3-(2-phenylvinyl)isoxazol-5-yl]propanal), COC1=C(C=CC=C1)N1CCNCC1 (1-(2-methoxyphenyl)piperazine), [BH-](OC(=O)C)(OC(=O)C)OC(=O)C.[Na+] (NaBH(OAc)3). The solvent is C(Cl)Cl (methylene chloride). Yields the product COC1=C(C=CC=C1)N1CCN(CC1)CCCC1=CC(=NO1)C=CC1=CC=CC=C1 (2-Methoxy-1-(4-{3-[3-(2-phenylvinyl)isoxazol-5-yl]propyl}piperazinyl)benzene). The yield is 58.9%. RXN SMILES: [C:1]1([CH:7]=[CH:8][C:9]2[CH:13]=[C:12]([CH2:14][CH2:15][CH:16]=O)[O:11][N:10]=2)[CH:6]=[CH:5][CH:4]=[CH:3][CH:2]=1.[CH3:18][O:19][C:20]1[CH:25]=[CH:24][CH:23]=[CH:22][C:21]=1[N:26]1[CH2:31][CH2:30][NH:29][CH2:28][CH2:27]1.[BH-](OC(C)=O)(OC(C)=O)OC(C)=O.[Na+]>C(Cl)Cl>[CH3:18][O:19][C:20]1[CH:25]=[CH:24][CH:23]=[CH:22][C:21]=1[N:26]1[CH2:31][CH2:30][N:29]([CH2:16][CH2:15][CH2:14][C:12]2[O:11][N:10]=[C:9]([CH:8]=[CH:7][C:1]3[CH:2]=[CH:3][CH:4]=[CH:5][CH:6]=3)[CH:13]=2)[CH2:28][CH2:27]1 |f:2.3|. Reported procedure: About 2 min after dissolving 3-[3-(2-phenylvinyl)isoxazol-5-yl]propanal (10 mg, 0.04 mmol) and 1-(2-methoxyphenyl)piperazine (17 mg, 0.09 mmol) in 2 mL of dry methylene chloride, were added NaBH(OAc)3 (28 mg, 0.13 mmol) and molecular sieves (5 beads). The reaction mixture was reacted for 18.5 hr and followed the same processes as in Example 1 to obtain 9.5 mg (53.5%) of the target compound. Reactants: C(C=C)C12C3C(C(C=C1)C2)C(=O)OC3=O (allylbicyclo[2.2.1]hept-5-ene-2,3-dicarboxylic acid anhydride), Cl.NO (hydroxylamine hydrochloride), [OH-].[Na+] (NaOH). The solvent is O (water). Product: ON=C(O)C1C2(C=CC(C1C(=O)O)C2)CC=C (Allylbicyclo[2.2.1]hept-5-ene-2,3-dicarboxylic acid N-hydroxyimide). Yield: 84.8%. Reaction SMILES: Cl.[NH2:2][OH:3].[CH2:4]([C:7]12[CH2:13][CH:10]([CH:11]=[CH:12]1)[CH:9]1[C:14]([O:16][C:17](=[O:18])[CH:8]21)=[O:15])[CH:5]=[CH2:6].[OH-].[Na+]>O>[OH:3][N:2]=[C:17]([CH:8]1[CH:9]([C:14]([OH:16])=[O:15])[CH:10]2[CH2:13][C:7]1([CH2:4][CH:5]=[CH2:6])[CH:12]=[CH:11]2)[OH:18] |f:0.1,3.4|. Reported procedure: 139 g (2 mol) of hydroxylamine hydrochloride are dissolved in 200 ml of water, 408 g (2 mol) of allylbicyclo[2.2.1]hept-5-ene-2,3-dicarboxylic acid anhydride (prepared according to Example 1 of U.S. Pat. No. 3,105,839) are added to the solution and, with vigorous stirring, 160 g of 50% aqueous NaOH solution are then added dropwise. The mixture is subsequently heated for 1 hour under reflux, the water and traces of oily components are distilled off and the residue is taken up in toluene. The tolu...